From a dataset of the Open Reaction Database (ORD), a public repository of structured organic reaction records. describe an organic reaction: reactants, conditions, products, and yield Starting materials: N1CCCCC1 (piperidine), C([O-])([O-])=O.[K+].[K+] (potassium carbonate), O(C1=CC=CC=C1)CCBr (2-phenoxyethyl bromide). The solvent is C(C)O (ethyl alcohol). Run at temperature 100 celsius, time 6 hour. Yields the product O(C1=CC=CC=C1)CCN1CCCCC1 (1-(2-phenoxyethyl)piperidine). Yield: 96.4%. Reaction SMILES: [O:1]([CH2:8][CH2:9]Br)[C:2]1[CH:7]=[CH:6][CH:5]=[CH:4][CH:3]=1.[NH:11]1[CH2:16][CH2:15][CH2:14][CH2:13][CH2:12]1.C(=O)([O-])[O-].[K+].[K+]>C(O)C>[O:1]([CH2:8][CH2:9][N:11]1[CH2:16][CH2:15][CH2:14][CH2:13][CH2:12]1)[C:2]1[CH:7]=[CH:6][CH:5]=[CH:4][CH:3]=1 |f:2.3.4|. Procedure details: A mixture of 20 g of 2-phenoxyethyl bromide thus obtained, 7.92 g of piperidine and 12.86 g of potassium carbonate was added into 100 ml of ethyl alcohol and stirred for 6 hours at 100° C. The mixture obtained was filtered and condensed under reduced pressure to give 18.4 g of 1-(2-phenoxyethyl)piperidine having a boiling point of 111° C. to 112° C. at 7 mmHg in a yield of 90%. Starting materials: compound A1, Cl.N1=C(C=CC=C1)CCl (2-picolylchloride hydrochloride), Cl.COC=1C=C(C=CC1OC)C1=NN(C([C@@H]2CC=CC[C@H]12)=O)C1CCN(CC1)CC1=CC=C2C=CC(OC2=C1)=O ((4aS,8aR)-4-(3,4-Dimethoxyphenyl)-2-[1-(2-oxo-2H-chromen-7-ylmethyl)-piperidin-4-yl]-4a,5,8,8a-tetrahydro-2H-phthalazin-1-one hydrochloride). Yields the product Cl.Cl.COC=1C=C(C=CC1OC)C1=NN(C([C@@H]2CC=CC[C@H]12)=O)C1CCN(CC1)CC1=NC=CC=C1 ((4aS,8aR)-4-(3,4-Dimethoxy-phenyl)-2-(1-pyridin-2-ylmethyl-piperidin-4-yl)-4a,5,8,8a-tetrahydro-2H-phthalazin-1-one dihydrochloride). As a reaction SMILES: [ClH:1].[N:2]1[CH:7]=[CH:6][CH:5]=[CH:4][C:3]=1[CH2:8][Cl:9].Cl.[CH3:11][O:12][C:13]1[CH:14]=[C:15]([C:21]2[C@@H:30]3[C@@H:25]([CH2:26][CH:27]=[CH:28][CH2:29]3)[C:24](=[O:31])[N:23]([CH:32]3[CH2:37][CH2:36][N:35](CC4C=C5C(C=CC(=O)O5)=CC=4)[CH2:34][CH2:33]3)[N:22]=2)[CH:16]=[CH:17][C:18]=1[O:19][CH3:20]>>[ClH:9].[ClH:1].[CH3:11][O:12][C:13]1[CH:14]=[C:15]([C:21]2[C@@H:30]3[C@@H:25]([CH2:26][CH:27]=[CH:28][CH2:29]3)[C:24](=[O:31])[N:23]([CH:32]3[CH2:37][CH2:36][N:35]([CH2:8][C:3]4[CH:4]=[CH:5][CH:6]=[CH:7][N:2]=4)[CH2:34][CH2:33]3)[N:22]=2)[CH:16]=[CH:17][C:18]=1[O:19][CH3:20] |f:0.1,2.3,4.5.6|. Procedure details: Prepared from compound A1 and 2-picolylchloride hydrochloride as described for compound 18. M.p. 214-216° C.